The task is: describe an organic reaction: reactants, conditions, products, and yield. This data is from the Open Reaction Database (ORD), a public repository of structured organic reaction records. The reactants are CC=1NC=CN1 (2-methylimidazole), BrCCCCCCCCCC (1-bromodecane), [OH-].[Na+] (sodium hydroxide). Reagents/catalysts: [Br-].C(CCC)[N+](CCCC)(CCCC)CCCC (tetra-n-butylammonium bromide). Run in C1(=CC=CC=C1)C (toluene). Reaction conditions: temperature 65 celsius, time 3 hour. Yields the product C(CCCCCCCCC)N1C(=NC=C1)C (1-Decyl-2-methylimidazole). As a reaction SMILES: [CH3:1][C:2]1[NH:3][CH:4]=[CH:5][N:6]=1.Br[CH2:8][CH2:9][CH2:10][CH2:11][CH2:12][CH2:13][CH2:14][CH2:15][CH2:16][CH3:17].[OH-].[Na+]>[Br-].C([N+](CCCC)(CCCC)CCCC)CCC.C1(C)C=CC=CC=1>[CH2:8]([N:3]1[CH:4]=[CH:5][N:6]=[C:2]1[CH3:1])[CH2:9][CH2:10][CH2:11][CH2:12][CH2:13][CH2:14][CH2:15][CH2:16][CH3:17] |f:2.3,4.5|. Procedure: A mixture of 2-methylimidazole (12.3 g; 0.15 mol), 1-bromodecane (33.15 g; 0.15 mol), sodium hydroxide solution (69.5 ml. of 11.5M solution; 0.8 mol) and tetra-n-butylammonium bromide (1.95 g; 0.006 mol) in toluene (300 ml) was stirred rapidly for 3 hours at 65° C. After cooling to between 20° and 25° C., the toluene layer was separated and extracted with 5M HCl solution (150 ml). The extract neutralised with sodium bicarbonate and extracted many times into hexane. The hexane solution was dried ... The reactants are ClCCCNC(=O)C1=CSC2=C1OC(=CC2=O)C2=CC=CC=C2 (N-(3-Chloropropyl)-7-oxo-5-phenyl-7H-thieno[3,2-b]pyran-3-carboxamide), FC(COC1=C(C=CC=C1)N1CCNCC1)(F)F (1-[2-(2,2,2-trifluoroethoxy)phenyl]-piperazine), C([O-])([O-])=O.[K+].[K+] (potassium carbonate). Run at temperature 200 celsius. Yields the product O=C1C2=C(OC(=C1)C1=CC=CC=C1)C(=CS2)C(=O)NCCCN2CCN(CC2)C2=C(C=CC=C2)OCC(F)(F)F (7-Oxo-5-phenyl-N-{3-[4-[2-(2,2,2-trifluoroethoxy)phenyl]-1-piperazinyl]propyl}-7H-thieno[3,2-b]pyran-3-carboxamide). Isolated yield 69.1%. RXN SMILES: Cl[CH2:2][CH2:3][CH2:4][NH:5][C:6]([C:8]1[C:12]2[O:13][C:14]([C:18]3[CH:23]=[CH:22][CH:21]=[CH:20][CH:19]=3)=[CH:15][C:16](=[O:17])[C:11]=2[S:10][CH:9]=1)=[O:7].[F:24][C:25]([F:41])([F:40])[CH2:26][O:27][C:28]1[CH:33]=[CH:32][CH:31]=[CH:30][C:29]=1[N:34]1[CH2:39][CH2:38][NH:37][CH2:36][CH2:35]1.C(=O)([O-])[O-].[K+].[K+]>>[O:17]=[C:16]1[CH:15]=[C:14]([C:18]2[CH:23]=[CH:22][CH:21]=[CH:20][CH:19]=2)[O:13][C:12]2[C:8]([C:6]([NH:5][CH2:4][CH2:3][CH2:2][N:37]3[CH2:36][CH2:35][N:34]([C:29]4[CH:30]=[CH:31][CH:32]=[CH:33][C:28]=4[O:27][CH2:26][C:25]([F:40])([F:24])[F:41])[CH2:39][CH2:38]3)=[O:7])=[CH:9][S:10][C:11]1=2 |f:2.3.4|. Procedure: A mixture of 0.17 g of Compound 5A, 0.13 g of 1-[2-(2,2,2-trifluoroethoxy)phenyl]-piperazine (prepared as described by EP 0748 800, G. Bantle et al.) and 0.07 g of potassium carbonate was heated at 200° C. for 20 minutes. After cooling to 20-25° C., the crude residue was purified by flash chromatography in ethyl acetate/methanol gradient (95:5 to 9:1) to yield 0.193 g (70%) of the title compound. M.p. 152-158° C. The reactants are CC=1C=C(C=CC1CCCCN1N=NC=C1)O (3-methyl-4-(4-[1,2,3]triazol-1-yl-butyl)phenol), [H-].[Na+] (sodium hydride), O (water), ClCC=1C(=NC(=CC1)C1=C(C=C(C=C1)C(F)(F)F)F)C (3-Chloromethyl-6-(2-fluoro-4-trifluoromethyl-phenyl)-2-methyl-pyridine). The solvent is CN(C=O)C (N,N-dimethylformamide). Run at temperature 0 celsius, time 30 minute. Product: FC1=C(C=CC(=C1)C(F)(F)F)C1=CC=C(C(=N1)C)COC1=CC(=C(C=C1)CCCCN1N=NC=C1)C (6-(2-Fluoro-4-trifluoromethyl-phenyl)-2-methyl-3-[3-methyl-4-(4-[1,2,3]triazol-1-yl-butyl)-phenoxymethyl]-pyridine). Yield: 76.0%. As a reaction SMILES: [CH3:1][C:2]1[CH:3]=[C:4]([OH:17])[CH:5]=[CH:6][C:7]=1[CH2:8][CH2:9][CH2:10][CH2:11][N:12]1[CH:16]=[CH:15][N:14]=[N:13]1.[H-].[Na+].Cl[CH2:21][C:22]1[C:23]([CH3:39])=[N:24][C:25]([C:28]2[CH:33]=[CH:32][C:31]([C:34]([F:37])([F:36])[F:35])=[CH:30][C:29]=2[F:38])=[CH:26][CH:27]=1.O>CN(C)C=O>[F:38][C:29]1[CH:30]=[C:31]([C:34]([F:36])([F:37])[F:35])[CH:32]=[CH:33][C:28]=1[C:25]1[N:24]=[C:23]([CH3:39])[C:22]([CH2:21][O:17][C:4]2[CH:5]=[CH:6][C:7]([CH2:8][CH2:9][CH2:10][CH2:11][N:12]3[CH:16]=[CH:15][N:14]=[N:13]3)=[C:2]([CH3:1])[CH:3]=2)=[CH:27][CH:26]=1 |f:1.2|. Procedure: A solution of 153 mg (0.66 mmol) 3-methyl-4-(4-[1,2,3]triazol-1-yl-butyl)phenol in 8.0 ml N,N-dimethylformamide was treated at 0° C. with 26 mg (0.66 mmol) of 60% sodium hydride and stirred at 0° C. for 30 min. Then 200 mg (0.66 mmol) 3-Chloromethyl-6-(2-fluoro-4-trifluoromethyl-phenyl)-2-methyl-pyridine were added and stirred continued at r. t. over night. After addition of 16 ml water, the precipitate was isolated, washed thoroughly with water and diisopropylether. The residue was dried at 40°... Reactants: CCOCC, COc1ccc(-c2nc(CCCCCC(C#N)C(=O)O)oc2-c2ccc(OC)cc2)cc1, O=C=O. Product: COc1ccc(-c2nc(CCCCCCC#N)oc2-c2ccc(OC)cc2)cc1. Reaction SMILES: [CH2:36]([O:37][CH2:38][CH3:39])[CH3:40].[CH3:1][O:2][c:3]1[cH:4][cH:5][c:6](-[c:9]2[n:10][c:11]([CH2:22][CH2:23][CH2:24][CH2:25][CH2:26][CH:27]([C:28]([OH:29])=[O:30])[C:31]#[N:32])[o:12][c:13]2-[c:14]2[cH:15][cH:16][c:17]([O:20][CH3:21])[cH:18][cH:19]2)[cH:7][cH:8]1.[O:33]=[C:34]=[O:35]>>[CH3:1][O:2][c:3]1[cH:4][cH:5][c:6](-[c:9]2[n:10][c:11]([CH2:22][CH2:23][CH2:24][CH2:25][CH2:26][CH2:27][C:31]#[N:32])[o:12][c:13]2-[c:14]2[cH:15][cH:16][c:17]([O:20][CH3:21])[cH:18][cH:19]2)[cH:7][cH:8]1. Starting materials: 14.7, FC1=CC=C(C=C1)N1CN(C(C12CCN(CC2)C(=O)OCC)=O)C (ethyl 1-(4-fluorophenyl)-3-methyl-4-oxo-1,3,8-triazaspiro[4,5]decane-8-carboxylate), [OH-].[Na+] (sodium hydroxide). Solvent: C(CCC)O (1-butanol). Yields the product FC1=CC=C(C=C1)N1CN(C(C12CCNCC2)=O)C (1-(4-fluorophenyl)-3-methyl-1,3,8-triazaspiro[4,5]decan-4-one). Isolated yield 23.0%. Reaction SMILES: [F:1][C:2]1[CH:7]=[CH:6][C:5]([N:8]2[C:12]3([CH2:17][CH2:16][N:15](C(OCC)=O)[CH2:14][CH2:13]3)[C:11](=[O:23])[N:10]([CH3:24])[CH2:9]2)=[CH:4][CH:3]=1.[OH-].[Na+]>C(O)CCC>[F:1][C:2]1[CH:7]=[CH:6][C:5]([N:8]2[C:12]3([CH2:13][CH2:14][NH:15][CH2:16][CH2:17]3)[C:11](=[O:23])[N:10]([CH3:24])[CH2:9]2)=[CH:4][CH:3]=1 |f:1.2|. Reported procedure: A mixture of 14.7 parts of ethyl 1-(4-fluorophenyl)-3-methyl-4-oxo-1,3,8-triazaspiro[4,5]decane-8-carboxylate, 16 parts of sodium hydroxide and 160 parts of 1-butanol is stirred and refluxed for 4 hours. The reaction mixture is evaporated and the residue is taken up in water. The product is extracted with trichloromethane. The extract is washed with water, dried, filtered and evaporated. The residue is crystallized from a mixture of 2,2'-oxybispropane and methanol, yielding 2.7 parts (23%) of 1-... Reactants: C1COCCO1, CC(C)(C)OC(=O)NC1(c2ccc(-c3nc4ccnc(Cl)c4cc3-c3ccccc3)cc2)CCC1, NN. The product is CC(C)(C)OC(=O)NC1(c2ccc(-c3nc4ccnc(NN)c4cc3-c3ccccc3)cc2)CCC1. As a reaction SMILES: [CH2:38]1[O:39][CH2:40][CH2:41][O:42][CH2:43]1.[Cl:1][c:2]1[c:3]2[cH:4][c:5](-[c:30]3[cH:31][cH:32][cH:33][cH:34][cH:35]3)[c:6](-[c:12]3[cH:13][cH:14][c:15]([C:18]4([NH:22][C:23]([O:24][C:25]([CH3:26])([CH3:27])[CH3:28])=[O:29])[CH2:19][CH2:20][CH2:21]4)[cH:16][cH:17]3)[n:7][c:8]2[cH:9][cH:10][n:11]1.[NH2:36][NH2:37]>>[c:2]1([NH:36][NH2:37])[c:3]2[cH:4][c:5](-[c:30]3[cH:31][cH:32][cH:33][cH:34][cH:35]3)[c:6](-[c:12]3[cH:13][cH:14][c:15]([C:18]4([NH:22][C:23]([O:24][C:25]([CH3:26])([CH3:27])[CH3:28])=[O:29])[CH2:19][CH2:20][CH2:21]4)[cH:16][cH:17]3)[n:7][c:8]2[cH:9][cH:10][n:11]1. The reactants are C(C)OC(CC(=O)NC(C(C)=O)CC1=CC=CC=C1)=O (N-(1-benzyl-2-oxopropyl)malonamidic acid ethyl ester), P(=O)(Cl)(Cl)Cl (phosphorus oxychloride). Run in C1(=CC=CC=C1)C (toluene). Conditions: time 1 hour. Product: C(C1=CC=CC=C1)C=1N=C(OC1C)CC(=O)OCC (ethyl 2-(4-benzyl-5-methyl-2-oxazolyl)acetate). Isolated yield 72.7%. Reaction SMILES: [CH2:1]([O:3][C:4](=[O:20])[CH2:5][C:6]([NH:8][CH:9]([CH2:13][C:14]1[CH:19]=[CH:18][CH:17]=[CH:16][CH:15]=1)[C:10](=[O:12])[CH3:11])=O)[CH3:2].P(Cl)(Cl)(Cl)=O>C1(C)C=CC=CC=1>[CH2:13]([C:9]1[N:8]=[C:6]([CH2:5][C:4]([O:3][CH2:1][CH3:2])=[O:20])[O:12][C:10]=1[CH3:11])[C:14]1[CH:19]=[CH:18][CH:17]=[CH:16][CH:15]=1. Reported procedure: A mixture of N-(1-benzyl-2-oxopropyl)malonamidic acid ethyl ester (7.0 g), phosphorus oxychloride (POCl3) (5.8 g) and toluene (40 ml) was stirred under refluxing conditions for 1 hour. The reaction mixture was concentrated under reduced pressure; the residue was then neutralized with a saturated aqueous solution of sodium hydrogen carbonate and extracted with ethyl acetate. After the ethyl acetate layer was washed with water and dried (MgSO4), the solvent was distilled off under reduced pressure... Starting materials: C(C)O[C@H]1C[C@@H](O[C@@H]1CO)N1C(=O)NC(=O)C(=C1)CC (2'-deoxy-3'-O-ethyl-5-ethyluridine), C1(=CC=CC=C1)P(C1=CC=CC=C1)C1=CC=CC=C1 (triphenylphosphine), [N-]=[N+]=[N-].[Na+] (sodium azide), C(Br)(Br)(Br)Br (carbon tetrabromide). The solvent is CN(C=O)C (dimethylformamide), CO (methanol). Run at time 20 hour. The product is N(=[N+]=[N-])C[C@@H]1[C@H](C[C@@H](O1)N1C(=O)NC(=O)C(=C1)CC)OCC (5'-azido-2',5'-dideoxy-3'-O-ethyl-5-ethyluridine). The yield is 82.7%. RXN SMILES: [CH2:1]([O:3][C@@H:4]1[C@@H:8]([CH2:9]O)[O:7][C@@H:6]([N:11]2[CH:18]=[C:17]([CH2:19][CH3:20])[C:15](=[O:16])[NH:14][C:12]2=[O:13])[CH2:5]1)[CH3:2].C1(P(C2C=CC=CC=2)C2C=CC=CC=2)C=CC=CC=1.[N-:40]=[N+:41]=[N-:42].[Na+].C(Br)(Br)(Br)Br>CN(C)C=O.CO>[N:40]([CH2:9][C@H:8]1[O:7][C@@H:6]([N:11]2[CH:18]=[C:17]([CH2:19][CH3:20])[C:15](=[O:16])[NH:14][C:12]2=[O:13])[CH2:5][C@@H:4]1[O:3][CH2:1][CH3:2])=[N+:41]=[N-:42] |f:2.3|. Procedure details: A mixture of 1.40 g of 2'-deoxy-3'-O-ethyl-5-ethyluridine, 1.3 g of triphenylphosphine, 1.59 g of sodium azide and 1.66 g of carbon tetrabromide in 19 ml of dimethylformamide was stirred at room temperature for 20 hours. 11 ml of methanol were added, the mixture was stirred for 30 minutes and then evaporated. The residue was suspended in 110 ml of water and extracted three times with 70 ml of ethyl acetate each time. The combined ethyl acetate extracts were evaporated and the residue was subject... Reactants: ClC1=C(C=C2C(C(=CN(C2=N1)C1CC1)C(=O)O)=O)F (7-chloro-1-cyclopropyl-6-fluoro-1,4-dihydro-4-oxo-1,8-naphthyridine-3-carboxylic acid), 10.3, C(C)NCC1CNCC1 (3-ethylaminomethylpyrrolidine). The yield is 80.0%. Reported procedure: A suspension of 5.7 g (20 mmole) of 7-chloro-1-cyclopropyl-6-fluoro-1,4-dihydro-4-oxo-1,8-naphthyridine-3-carboxylic acid, 10.3 (80 mmole) of 3-ethylaminomethylpyrrolidine and 125 ml of acetonitrile was stirred at room temperature for 0.5 hours after an initial exotherm (60° C). The solid was removed by filtration, washed with acetonitrile, and dried in vacuo to give 6.0 g (80%) of the title compound, mp 268°-270° C. The product is C(C)NCC1CN(CC1)C1=C(C=C2C(C(=CN(C2=N1)C1CC1)C(=O)O)=O)F (7-[3-[(Ethylamino)methyl]-1-pyrrolidinyl]-1-cyclopropyl-6-fluoro-1,4-dihydro-4-oxo-1,8-naphthyridine-3-carboxylic Acid). Run at temperature 60 celsius, time 0.5 hour. Reaction SMILES: Cl[C:2]1[N:11]=[C:10]2[C:5]([C:6](=[O:18])[C:7]([C:15]([OH:17])=[O:16])=[CH:8][N:9]2[CH:12]2[CH2:14][CH2:13]2)=[CH:4][C:3]=1[F:19].[CH2:20]([NH:22][CH2:23][CH:24]1[CH2:28][CH2:27][NH:26][CH2:25]1)[CH3:21]>C(#N)C>[CH2:20]([NH:22][CH2:23][CH:24]1[CH2:28][CH2:27][N:26]([C:2]2[N:11]=[C:10]3[C:5]([C:6](=[O:18])[C:7]([C:15]([OH:17])=[O:16])=[CH:8][N:9]3[CH:12]3[CH2:14][CH2:13]3)=[CH:4][C:3]=2[F:19])[CH2:25]1)[CH3:21]. Run in C(C)#N (acetonitrile). Starting materials: CCOC(=O)C=P(c1ccccc1)(c1ccccc1)c1ccccc1, C1COCCO1, O, CCCC(c1ccc(C=O)cc1)n1ccnc1. Yields the product CCCC(c1ccc(C=CC(=O)OCC)cc1)n1ccnc1. As a reaction SMILES: [C:18](=[O:19])([O:20][CH2:21][CH3:22])[CH:23]=[P:24]([c:25]1[cH:26][cH:27][cH:28][cH:29][cH:30]1)([c:31]1[cH:32][cH:33][cH:34][cH:35][cH:36]1)[c:37]1[cH:38][cH:39][cH:40][cH:41][cH:42]1.[O:44]1[CH2:45][CH2:46][O:47][CH2:48][CH2:49]1.[OH2:43].[n:1]1([CH:6]([CH2:7][CH2:8][CH3:9])[c:10]2[cH:11][cH:12][c:13]([CH:14]=[O:15])[cH:16][cH:17]2)[cH:2][n:3][cH:4][cH:5]1>>[n:1]1([CH:6]([CH2:7][CH2:8][CH3:9])[c:10]2[cH:11][cH:12][c:13]([CH:14]=[CH:23][C:18](=[O:19])[O:20][CH2:21][CH3:22])[cH:16][cH:17]2)[cH:2][n:3][cH:4][cH:5]1.